Dataset: the Open Reaction Database (ORD), a public repository of structured organic reaction records. Task: describe an organic reaction: reactants, conditions, products, and yield The reactants are C(CCC)[Li] (n-butyllithium), C(CCC)OC1=CC(=CC(=C1)F)F (1-Butoxy-3,5-difluorobenzene), C(=O)=O (carbon dioxide), CCOCC (ether). Solvent: C1CCOC1 (THF). The product is C(CCC)OC1=CC(=C(C(=O)O)C(=C1)F)F (4-Butoxy-2,6-difluorobenzoic acid). As a reaction SMILES: C([Li])CCC.[CH2:6]([O:10][C:11]1[CH:16]=[C:15]([F:17])[CH:14]=[C:13]([F:18])[CH:12]=1)[CH2:7][CH2:8][CH3:9].[C:19](=[O:21])=[O:20].CCOCC>C1COCC1>[CH2:6]([O:10][C:11]1[CH:12]=[C:13]([F:18])[C:14]([C:19]([OH:21])=[O:20])=[C:15]([F:17])[CH:16]=1)[CH2:7][CH2:8][CH3:9]. Procedure details: A solution of n-butyllithium (10.5M in hexane; 3.60 ml, 0.038 mol) was added dropwise to a stirred, cooled (-78° C.) solution of compound 16 (7.00 g, 0.038 mol) in dry THF (35 ml) under dry nitrogen. The stirred mixture was maintained under these conditions for 2.5 h and then poured onto a slurry of solid carbon dioxide and dry ether. The product was extracted into 10% sodium hydroxide which was then acidified with 36% hydrochloric acid. The product was filtered off and dried (CaCl2) in vacuo to... Reactants: P(O)(=O)(OP(=O)(O)O)OC[C@@H]1[C@H]([C@H]([C@@H](O1)N1C(=O)N=C(N)C=C1)O)O (cytidine 5'-diphosphate), [OH-].[NH4+] (ammonium hydroxide). Reagents/catalysts: [Rh] (rhodium on alumina). Yields the product P(O)(=O)(OP(=O)(O)O)OC[C@@H]1[C@H]([C@H]([C@@H](O1)N1C(=O)NC(=O)C=C1)O)O.OC1NC(N(CC1)[C@H]1[C@H](O)[C@H](O)[C@H](O1)CO)=O (4-hydroxy-1-β-D-ribofuranosyl-tetrahydro-2(1H)-pyrimidinone uridine 5'-diphosphate), 1-β-D-ribofuranosyl-tetrahydro-2(1H)-pyrimidinone 5'-diphosphate. RXN SMILES: [P:1]([O:9][CH2:10][C@H:11]1[O:15][C@@H:14]([N:16]2[CH:23]=[CH:22][C:20](N)=[N:19][C:17]2=[O:18])[C@H:13]([OH:24])[C@@H:12]1[OH:25])([O:4][P:5]([OH:8])([OH:7])=[O:6])(=[O:3])[OH:2].[OH-:26].[NH4+]>[Rh]>[P:1]([O:9][CH2:10][C@H:11]1[O:15][C@@H:14]([N:16]2[CH:23]=[CH:22][C:20](=[O:26])[NH:19][C:17]2=[O:18])[C@H:13]([OH:24])[C@@H:12]1[OH:25])([O:4][P:5]([OH:8])([OH:7])=[O:6])(=[O:3])[OH:2].[OH:26][CH:20]1[CH2:22][CH2:23][N:16]([C@@H:14]2[O:15][C@H:11]([CH2:10][OH:9])[C@@H:12]([OH:25])[C@H:13]2[OH:24])[C:17](=[O:18])[NH:19]1 |f:1.2,4.5|. Reported procedure: In the manner given in Example 2D, cytidine 5'-diphosphate was hydrogenated in dilute ammonium hydroxide in the presence of a rhodium on alumina catalyst, and the mixture separated with a Craig extractor to give 4-hydroxy-1-β-D-ribofuranosyl-tetrahydro-2(1H)-pyrimidinone uridine 5'-diphosphate and 1-β-D-ribofuranosyl-tetrahydro-2(1H)-pyrimidinone 5'-diphosphate. Starting materials: [BH4-], CC(=O)[O-], CS(C)=O, CC(=O)O, C[N+](=O)[O-], [NH4+], [Na+], [Na+], O=Cc1cncc(Oc2ccccc2)c1, O, O=C([O-])O. The product is O=[N+]([O-])CCc1cncc(Oc2ccccc2)c1. RXN SMILES: [BH4-:25].[CH3:21][C:22](=[O:23])[O-:24].[CH3:32][S:33](=[O:34])[CH3:35].[CH3:37][C:38](=[O:39])[OH:40].[N+:16](=[O:17])([O-:18])[CH3:19].[NH4+:20].[Na+:26].[Na+:27].[O:1]([c:2]1[cH:3][cH:4][cH:5][cH:6][cH:7]1)[c:8]1[cH:9][c:10]([CH:14]=[O:15])[cH:11][n:12][cH:13]1.[OH2:36].[OH:28][C:29](=[O:30])[O-:31]>>[O:1]([c:2]1[cH:3][cH:4][cH:5][cH:6][cH:7]1)[c:8]1[cH:9][c:10]([CH2:14][CH2:19][N+:16](=[O:17])[O-:18])[cH:11][n:12][cH:13]1. Starting materials: BrCC1=C(C=CC2=CC(=CC=C12)C(C(C)C)(C=1N=CN(C1)C(C1=CC=CC=C1)(C1=CC=CC=C1)C1=CC=CC=C1)O)C(=O)OC (methyl 1-bromomethyl-6-[1-hydroxy-2-methyl-1-(1-trityl-1H-imidazol-4-yl)propyl]-2-naphthoate), O.NN (hydrazine monohydrate). Yields the product OC(C(C)C)(C=1N=CNC1)C1=CC2=C(C=3CNNC(C3C=C2)=O)C=C1 (8-[1-hydroxy-1-(1H-imidazol-4-yl)-2-methylpropyl]-2,3-dihydrobenzo[f]phthalazin-4(1H)-one). RXN SMILES: Br[CH2:2][C:3]1[C:12]2[C:7](=[CH:8][C:9]([C:13](O)([C:17]3[N:18]=[CH:19][N:20](C(C4C=CC=CC=4)(C4C=CC=CC=4)C4C=CC=CC=4)[CH:21]=3)[CH:14]([CH3:16])[CH3:15])=[CH:10][CH:11]=2)[CH:6]=[CH:5][C:4]=1[C:42](OC)=[O:43].[OH2:46].[NH2:47][NH2:48]>>[OH:46][C:13]([C:9]1[CH:10]=[CH:11][C:12]2[C:3]3[CH2:2][NH:47][NH:48][C:42](=[O:43])[C:4]=3[CH:5]=[CH:6][C:7]=2[CH:8]=1)([C:17]1[N:18]=[CH:19][NH:20][CH:21]=1)[CH:14]([CH3:16])[CH3:15] |f:1.2|. Reported procedure: By a ring closure reaction, a detritylation reaction and purification in the same manner as in Example 1 using methyl 1-bromomethyl-6-[1-hydroxy-2-methyl-1-(1-trityl-1H-imidazol-4-yl)propyl]-2-naphthoate (0.62 g) and hydrazine monohydrate (0.35 ml), 8-[1-hydroxy-1-(1H-imidazol-4-yl)-2-methylpropyl]-2,3-dihydrobenzo[f]phthalazin-4(1H)-one (0.05 g) was obtained as a colorless amorphous solid and 8-[1-hydroxy-1-(1H-imidazol-4-yl)-2-methylpropyl]benzo[f]phthalazin-4(3H)-one (0.07 g) was obtained as ... Starting materials: C(#N)C=1C=CC2=C([C@H]([C@@H](C(O2)(C)C)O)NC(C(C2=CC=CC=C2)NC(OC(C)(C)C)=O)=O)C1 ((3S-trans)-[2-[(6-cyano-3,4-dihydro-3-hydroxy-2,2-dimethyl-2H-1-benzopyran-4-yl)amino]-2-oxo-1-phenylethyl]carbamic acid, 1,1-dimethylethyl ester), C(#N)C=1C=CC2=C([C@H]([C@@H](C(O2)(C)C)O)NC(C(C2=CC=CC=C2)NC(OC(C)(C)C)=O)=O)C1 ((3S-trans)-[2-[(6-Cyano-3,4-dihydro-3-hydroxy-2,2-dimethyl-2H-1-benzopyran-4-yl)amino]-2-oxo-1-phenylethyl]carbamic acid, 1,1-dimethylethyl ester), FC(C(=O)O)(F)F (trifluoroacetic acid). The solvent is ClCCl (dichloromethane). Run at time 16 hour. Product: NC(C(=O)N[C@H]1[C@@H](C(OC2=C1C=C(C=C2)C#N)(C)C)O)C2=CC=CC=C2 ((3S-trans)-α-amino-N-(6-cyano-3,4-dihydro-3-hydroxy-2,2-dimethyl-2H-1-benzopyran-4-yl)benzeneacetamide). RXN SMILES: [C:1]([C:3]1[CH:4]=[CH:5][C:6]2[O:11][C:10]([CH3:13])([CH3:12])[C@@H:9]([OH:14])[C@H:8]([NH:15][C:16](=[O:32])[CH:17]([NH:24]C(=O)OC(C)(C)C)[C:18]3[CH:23]=[CH:22][CH:21]=[CH:20][CH:19]=3)[C:7]=2[CH:33]=1)#[N:2].FC(F)(F)C(O)=O>ClCCl>[NH2:24][CH:17]([C:18]1[CH:19]=[CH:20][CH:21]=[CH:22][CH:23]=1)[C:16]([NH:15][C@@H:8]1[C:7]2[CH:33]=[C:3]([C:1]#[N:2])[CH:4]=[CH:5][C:6]=2[O:11][C:10]([CH3:13])([CH3:12])[C@H:9]1[OH:14])=[O:32]. Procedure: To a solution containing (3S-trans)-[2-[(6-cyano-3,4-dihydro-3-hydroxy-2,2-dimethyl-2H-1-benzopyran-4-yl)amino]-2-oxo-1-phenylethyl]carbamic acid, 1,1-dimethylethyl ester (2.27 g, 5.03 mmol; the title compound of Example 1) in dichloromethane (20 mL) was added trifluoroacetic acid (5.0 mL) and the reaction mixture was stirred at room temperature for 16 hours. The volatile materials were removed under vacuum and the residue in chloroform was washed with sodium bicarbonate solution and brine. Afte... The reactants are BrC=1C=CC=C2C=CC(=NC12)C1=CC=CC2=CC=CC=C12 (8-bromo-2-(1-naphthyl)quinoline), CC1=C(C2=CC=CC=C2C=C1)N (2-methyl-1-naphthalenamine), C1(CCCCC1)P(C1=C(C=CC=C1)C1=C(C=CC=C1)N(C)C)C1CCCCC1 (N-[2′-(dicyclohexylphosphino)[1,1′-biphenyl]-2-yl]-N,N-dimethylamine), CC(C)(C)[O-].[Na+] (NaOtBu). The reagents and catalysts are C=1C=CC(=CC1)/C=C/C(=O)/C=C/C2=CC=CC=C2.C=1C=CC(=CC1)/C=C/C(=O)/C=C/C2=CC=CC=C2.[Pd] (Pd(dba)2). Solvent: C1(=CC=CC=C1)C (toluene), O (water). Run at temperature 100 celsius, time 8 hour. The product is CC1=C(C2=CC=CC=C2C=C1)NC=1C=CC=C2C=CC(=NC12)C1=CC=CC2=CC=CC=C12 (N-(2-Methyl-1-naphthyl)-2-(1-naphthyl)-8-quinolinamine). Reaction SMILES: Br[C:2]1[CH:3]=[CH:4][CH:5]=[C:6]2[C:11]=1[N:10]=[C:9]([C:12]1[C:21]3[C:16](=[CH:17][CH:18]=[CH:19][CH:20]=3)[CH:15]=[CH:14][CH:13]=1)[CH:8]=[CH:7]2.[CH3:22][C:23]1[CH:32]=[CH:31][C:30]2[C:25](=[CH:26][CH:27]=[CH:28][CH:29]=2)[C:24]=1[NH2:33].C1(P(C2CCCCC2)C2C=CC=CC=2C2C=CC=CC=2N(C)C)CCCCC1.CC([O-])(C)C.[Na+]>C1C=CC(/C=C/C(/C=C/C2C=CC=CC=2)=O)=CC=1.C1C=CC(/C=C/C(/C=C/C2C=CC=CC=2)=O)=CC=1.[Pd].O.C1(C)C=CC=CC=1>[CH3:22][C:23]1[CH:32]=[CH:31][C:30]2[C:25](=[CH:26][CH:27]=[CH:28][CH:29]=2)[C:24]=1[NH:33][C:2]1[CH:3]=[CH:4][CH:5]=[C:6]2[C:11]=1[N:10]=[C:9]([C:12]1[C:21]3[C:16](=[CH:17][CH:18]=[CH:19][CH:20]=3)[CH:15]=[CH:14][CH:13]=1)[CH:8]=[CH:7]2 |f:3.4,5.6.7|. Reported procedure: A mixture of 8-bromo-2-(1-naphthyl)quinoline (3.25 g, 9.7 mmol), 2-methyl-1-naphthalenamine (1.76 g, 11.2 mmol), Pd(dba)2 (0.12 g, 0.2 mmol), L=(N-[2′-(dicyclohexylphosphino)[1,1′-biphenyl]-2-yl]-N,N-dimethylamine (0.15 g, 0.4 mmol), NaOtBu (1.15 g, 12 mmol) and toluene (20 mL) is stirred for 8 h under an argon atmosphere at 100° C. in oil bath. The mixture is then poured into water and extracted with benzene (3×40 mL). The combined organic phases are washed with water and brine and then concent...